Task: describe an organic reaction: reactants, conditions, products, and yield. Dataset: the Open Reaction Database (ORD), a public repository of structured organic reaction records Reactants: C(C(=O)Cl)(=O)Cl (oxalyl chloride), C(C)(C)(C)[Si](OCCN1N=C(C=C1)N)(C)C (1-[2-(tert-butyl-dimethyl-silanyloxy)-ethyl]-1H-pyrazol-3-ylamine), N1=C(C=CC=C1C)C (2,6-lutidine), ClC=1C=C(C=CC1S(=O)(=O)C)C(C(=O)O)CC1COCC1 (2-(3-chloro-4-methanesulfonyl-phenyl)-3-(tetrahydro-furan-3-yl)-propionic acid), acid chloride. The solvent is C(Cl)Cl (methylene chloride), C(Cl)Cl (methylene chloride), C(Cl)Cl (methylene chloride), C(Cl)Cl (methylene chloride). Conditions: temperature 25 celsius, time 40 minute. Product: C(C)(C)(C)[Si](OCCN1N=C(C=C1)NC(C(CC1COCC1)C1=CC(=C(C=C1)S(=O)(=O)C)Cl)=O)(C)C (N-{1-[2-(tert-butyl-dimethyl-silanyloxy)-ethyl]-1H-pyrazol-3-yl}-2-(3-chloro-4-methanesulfonyl-phenyl)-3-(tetrahydro-furan-3-yl)-propionamide). The yield is 82.7%. RXN SMILES: [Cl:1][C:2]1[CH:3]=[C:4]([CH:12]([CH2:16][CH:17]2[CH2:21][CH2:20][O:19][CH2:18]2)[C:13]([OH:15])=O)[CH:5]=[CH:6][C:7]=1[S:8]([CH3:11])(=[O:10])=[O:9].C(Cl)(=O)C(Cl)=O.[C:28]([Si:32]([CH3:43])([CH3:42])[O:33][CH2:34][CH2:35][N:36]1[CH:40]=[CH:39][C:38]([NH2:41])=[N:37]1)([CH3:31])([CH3:30])[CH3:29].N1C(C)=CC=CC=1C>C(Cl)Cl>[C:28]([Si:32]([CH3:43])([CH3:42])[O:33][CH2:34][CH2:35][N:36]1[CH:40]=[CH:39][C:38]([NH:41][C:13](=[O:15])[CH:12]([C:4]2[CH:5]=[CH:6][C:7]([S:8]([CH3:11])(=[O:9])=[O:10])=[C:2]([Cl:1])[CH:3]=2)[CH2:16][CH:17]2[CH2:21][CH2:20][O:19][CH2:18]2)=[N:37]1)([CH3:31])([CH3:30])[CH3:29]. Reported procedure: A solution of 2-(3-chloro-4-methanesulfonyl-phenyl)-3-(tetrahydro-furan-3-yl)-propionic acid (100 mg, 0.30 mmol) in methylene chloride (8 mL) was cooled to 0° C. To this solution was then added dropwise a solution of oxalyl chloride in methylene chloride (2 M solution, 180 μL, 0.36 mmol) and N,N-dimethylfomamide (two drops) which produced gas evolution and it was then stirred at 0° C. for 20 minutes and 40 min at 25° C. After this time, the reaction was concentrated in vacuo and azeotroped with ... Reactants: COC=C(C(=O)OC)c1ccccc1, Cc1ccccc1, O, Sc1ccccc1, Cc1ccc(S(=O)(=O)O)cc1. Product: COC(=O)C(=CSc1ccccc1)c1ccccc1. RXN SMILES: [CH3:1][O:2][CH:3]=[C:4]([C:5](=[O:6])[O:7][CH3:8])[c:9]1[cH:10][cH:11][cH:12][cH:13][cH:14]1.[CH3:34][c:35]1[cH:36][cH:37][cH:38][cH:39][cH:40]1.[OH2:22].[SH:15][c:16]1[cH:17][cH:18][cH:19][cH:20][cH:21]1.[c:23]1([CH3:24])[cH:25][cH:26][c:27]([S:28]([OH:29])(=[O:30])=[O:31])[cH:32][cH:33]1>>[CH:3](=[C:4]([C:5](=[O:6])[O:7][CH3:8])[c:9]1[cH:10][cH:11][cH:12][cH:13][cH:14]1)[S:15][c:16]1[cH:17][cH:18][cH:19][cH:20][cH:21]1.